From a dataset of the Open Reaction Database (ORD), a public repository of structured organic reaction records. describe an organic reaction: reactants, conditions, products, and yield Starting materials: NC(=NC(C1=CC(=C(C=C1)OC1=NC=CN=C1)S(=O)(=O)C)=O)N (N-diaminomethylene-3-methylsulfonyl-4-(2-pyrazinyloxy)benzamide), CS(=O)(=O)C=1C=C(C(=O)O)C=CC1OC1=NC=NC=C1 (3-methylsulfonyl-4-(4-pyrimidinyloxy)benzoic acid). Product: NC(=NC(C1=CC(=C(C=C1)OC1=NC=CC=N1)S(=O)(=O)C)=O)N (N-diaminomethylene-3-methylsulfonyl-4-(2-pyrimidinyloxy)benzamide). As a reaction SMILES: [NH2:1][C:2]([NH2:23])=[N:3][C:4](=[O:22])[C:5]1[CH:10]=[CH:9][C:8]([O:11][C:12]2C=N[CH:15]=[CH:14][N:13]=2)=[C:7]([S:18]([CH3:21])(=[O:20])=[O:19])[CH:6]=1.CS(C1C=C(C=CC=1O[C:38]1C=CN=C[N:39]=1)C(O)=O)(=O)=O>>[NH2:23][C:2]([NH2:1])=[N:3][C:4](=[O:22])[C:5]1[CH:10]=[CH:9][C:8]([O:11][C:12]2[N:13]=[CH:14][CH:15]=[CH:38][N:39]=2)=[C:7]([S:18]([CH3:21])(=[O:19])=[O:20])[CH:6]=1. Procedure: N-diaminomethylene-3-methylsulfonyl-4-(2-pyrazinyloxy)benzamide, m.p. 253-254°; with 3-methylsulfonyl-4-(4-pyrimidinyloxy)benzoic acid, The reactants are O (Water), ClC1=CC2=C(C=N1)C(CN2)(C)C (6-chloro-3,3-dimethyl-2,3-dihydro-1H-pyrrolo[3,2-c]pyridine), C(=O)(OC(C)(C)C)OC(=O)[O-] (tert-butyl dicarbonate). The reagents and catalysts are CN(C1=CC=NC=C1)C (dimethyl-pyridin-4-yl-amine). Run in C1CCOC1 (THF). Reaction conditions: time 2 hour. Yields the product C(C)(C)(C)OC(=O)N1CC(C=2C=NC(=CC21)Cl)(C)C (6-Chloro-3,3-dimethyl-2,3-dihydro-pyrrolo[3,2-c]pyridine-1-carboxylic acid tert-butyl ester). Yield: 49.7%. As a reaction SMILES: [Cl:1][C:2]1[N:7]=[CH:6][C:5]2[C:8]([CH3:12])([CH3:11])[CH2:9][NH:10][C:4]=2[CH:3]=1.[C:13](OC([O-])=O)([O:15][C:16]([CH3:19])([CH3:18])[CH3:17])=[O:14].O>C1COCC1.CN(C)C1C=CN=CC=1>[C:16]([O:15][C:13]([N:10]1[C:4]2[CH:3]=[C:2]([Cl:1])[N:7]=[CH:6][C:5]=2[C:8]([CH3:12])([CH3:11])[CH2:9]1)=[O:14])([CH3:19])([CH3:18])[CH3:17]. Reported procedure: To a solution of 6-chloro-3,3-dimethyl-2,3-dihydro-1H-pyrrolo[3,2-c]pyridine (1.3 g, 7.4 mmol) in THF (20 mL) were added tert-butyl dicarbonate (4.1 g, 18.6 mmol) and dimethyl-pyridin-4-yl-amine (2.22 g, 18.6 mmol) and the solution was stirred for 2 h. Water (60 mL) was added and the product was extracted with EtOAc. The organic phase was washed with brine, dried (MgSO4), filtered and evaporated. Chromatography (SiO2, eluted with petrol-EtOAc 0-40%) gave the title compound (1.04 g). 1H NMR (Me-d... Starting materials: OO (hydrogen peroxide), CN1N=C(C=C1SC)C(F)(F)F (1-methyl-5-methylthio-3-(trifluoromethyl)pyrazole), C(C)(=O)O (acetic acid), O (water). Reagents/catalysts: O.O.[O-][W](=O)(=O)[O-].[Na+].[Na+] (sodium tungstate dihydrate). Yields the product CS(=O)(=O)C1=CC(=NN1C)C(F)(F)F (5-methanesulfonyl-1-methyl-3-(trifluoromethyl)pyrazole). Reaction SMILES: [CH3:1][N:2]1[C:6]([S:7][CH3:8])=[CH:5][C:4]([C:9]([F:12])([F:11])[F:10])=[N:3]1.OO.[OH2:15].C(O)(=[O:18])C>O.O.[O-][W]([O-])(=O)=O.[Na+].[Na+]>[CH3:8][S:7]([C:6]1[N:2]([CH3:1])[N:3]=[C:4]([C:9]([F:12])([F:11])[F:10])[CH:5]=1)(=[O:18])=[O:15] |f:4.5.6.7.8|. Procedure: 0.25 g of Compounds (14) was dissolved in 20 ml of acetic acid. While stirring, 0.44 g of 30% hydrogen peroxide solution, and 0.04 g of sodium tungstate dihydrate were added sequentially. The mixture was stirred at room temperature for 12 hours, then poured into water, and extracted with ethyl acetate. The organic layer was washed with saturated sodium hydrogencarbonate, dried over magnesium sulfate, and then filtered. The filtrate was concentrated under reduced pressure to produce 0.29 g of 5-m... Procedure: 68 g of ethyl 2-(2-amino-4-thiazolyl)-2-[(Z)-[[(hexahydro-1H-azepin-1-yl)carbonyl]methoxy]imino]-acetate are dissolved in 2.5 l of methanol and 250 ml of water and the solution is treated with 220 ml of 1N aqueous sodium hydroxide solution. The methanol is removed under reduced pressure after 48 hours. The aqueous solution is washed with ethyl acetate and treated with 220 ml of 1N aqueous hydrochloric acid. The acid which crystallizes out is filtered off and dried. There are obtained 51 g of 2-(... Starting materials: O (water), [OH-].[Na+] (sodium hydroxide), NC=1SC=C(N1)/C(/C(=O)OCC)=N/OCC(=O)N1CCCCCC1 (ethyl 2-(2-amino-4-thiazolyl)-2-[(Z)-[[(hexahydro-1H-azepin-1-yl)carbonyl]methoxy]imino]-acetate). RXN SMILES: [NH2:1][C:2]1[S:3][CH:4]=[C:5](/[C:7](=[N:13]/[O:14][CH2:15][C:16]([N:18]2[CH2:24][CH2:23][CH2:22][CH2:21][CH2:20][CH2:19]2)=[O:17])/[C:8]([O:10]CC)=[O:9])[N:6]=1.O.[OH-].[Na+]>CO>[NH2:1][C:2]1[S:3][CH:4]=[C:5](/[C:7](=[N:13]/[O:14][CH2:15][C:16]([N:18]2[CH2:24][CH2:23][CH2:22][CH2:21][CH2:20][CH2:19]2)=[O:17])/[C:8]([OH:10])=[O:9])[N:6]=1 |f:2.3|. The product is NC=1SC=C(N1)/C(/C(=O)O)=N/OCC(=O)N1CCCCCC1 (2-(2-amino-4-thiazolyl)-2-[(Z)-[[(hexahydro-1H-azepin-1-yl)carbonyl]methoxy]imino]-acetic acid). The yield is 81.4%. The solvent is CO (methanol). Starting materials: N(=O)[O-].[Na+] (sodium nitrite), [Cl-].[Na+] (sodium chloride), NC1=CC=C(C=C1)C1=NN2C(CC3=C1C=C1C(=C3)OCO1)=NC=C2C (5-(4-aminophenyl)-8-methyl-11H-1,3-dioxolo[4,5-h]imidazo[1,2-c][2,3]benzodiazepine), S(=O)([O-])[O-].[Na+].[Na+] (sodium sulfite). The reagents and catalysts are O.O.O.O.O.S(=O)(=O)([O-])[O-].[Cu+2] (copper sulfate pentahydrate). The solvent is Cl (hydrochloric acid), O (water), O (water), O (water), O (water). Reaction conditions: time 45 minute. Yields the product ClC1=CC=C(C=C1)C1=NN2C(CC3=C1C=C1C(=C3)OCO1)=NC=C2C (5-(4-chlorophenyl)-8-methyl-11H-1,3-dioxolo[4,5-h]imidazo[1,2-c][2,3]benzodiazepine). Isolated yield 51.4%. Reaction SMILES: N[C:2]1[CH:7]=[CH:6][C:5]([C:8]2[C:14]3[CH:15]=[C:16]4[O:21][CH2:20][O:19][C:17]4=[CH:18][C:13]=3[CH2:12][C:11]3=[N:22][CH:23]=[C:24]([CH3:25])[N:10]3[N:9]=2)=[CH:4][CH:3]=1.N([O-])=O.[Na+].[Cl-:30].[Na+].S([O-])([O-])=O.[Na+].[Na+]>O.Cl.O.O.O.O.O.S([O-])([O-])(=O)=O.[Cu+2]>[Cl:30][C:2]1[CH:7]=[CH:6][C:5]([C:8]2[C:14]3[CH:15]=[C:16]4[O:21][CH2:20][O:19][C:17]4=[CH:18][C:13]=3[CH2:12][C:11]3=[N:22][CH:23]=[C:24]([CH3:25])[N:10]3[N:9]=2)=[CH:4][CH:3]=1 |f:1.2,3.4,5.6.7,10.11.12.13.14.15.16|. Reported procedure: 160 mg of 5-(4-aminophenyl)-8-methyl-11H-1,3-dioxolo[4,5-h]imidazo[1,2-c][2,3]benzodiazepine is dissolved in 2 ml of water and 2 ml of concentrated hydrochloric acid, and it is diazotized at 0° C. with a solution of 36 mg of sodium nitrite in 0.5 ml of water. Stirring is continued for 45 minutes at 0° C. To this solution at room temperature is added in drops a solution which is prepared as follows: 256 mg of copper sulfate pentahydrate is mixed in 1 ml of water with 87 mg of sodium chloride and ... Starting materials: OC(C1=CC=CC=C1)(C1=CC=CC=C1)C=1C(NC(N([C@H]2[C@H](O[Si](C)(C)C(C)(C)C)[C@H](O[Si](C)(C)C(C)(C)C)[C@@H](CO[Si](C)(C)C(C)(C)C)O2)C1)=O)=O (5-(hydroxy-(1,1-diphenyl)methyl)-2',3',5'-tris-O-((1,1-dimethylethyl)dimethylsilyl)uridine), FC(C(=O)O)(F)F (Trifluoroacetic acid). Run in ClCCl (dichloromethane), C(C)[SiH](CC)CC (triethylsilane). Run at time 20 minute. The product is C1(=CC=CC=C1)C(C=1C(NC(N([C@H]2[C@H](O)[C@H](O)[C@@H](CO)O2)C1)=O)=O)C1=CC=CC=C1 (5-diphenylmethyluridine). The yield is 84.2%. Reaction SMILES: O[C:2]([C:15]1[C:16](=[O:52])[NH:17][C:18](=[O:51])[N:19]([CH:50]=1)[C@@H:20]1[O:49][C@H:39]([CH2:40][O:41][Si](C(C)(C)C)(C)C)[C@@H:30]([O:31][Si](C(C)(C)C)(C)C)[C@H:21]1[O:22][Si](C(C)(C)C)(C)C)([C:9]1[CH:14]=[CH:13][CH:12]=[CH:11][CH:10]=1)[C:3]1[CH:8]=[CH:7][CH:6]=[CH:5][CH:4]=1.FC(F)(F)C(O)=O>ClCCl.C([SiH](CC)CC)C>[C:9]1([CH:2]([C:3]2[CH:8]=[CH:7][CH:6]=[CH:5][CH:4]=2)[C:15]2[C:16](=[O:52])[NH:17][C:18](=[O:51])[N:19]([CH:50]=2)[C@@H:20]2[O:49][C@H:39]([CH2:40][OH:41])[C@@H:30]([OH:31])[C@H:21]2[OH:22])[CH:10]=[CH:11][CH:12]=[CH:13][CH:14]=1. Procedure details: The product of step (i) (8.9 g) was dissolved in dichloromethane (100 ml) and triethylsilane (2 ml). Trifluoroacetic acid (8.9 ml) was added dropwise over 5 minutes and the mixture was stirred for a further 20 minutes. The volatiles were removed under reduced pressure and any residual traces were removed by addition of toluene (50 ml) and evaporation under reduced pressure (three times). The residual gum was treated with tetra-n-butylammonium fluoride (35 ml of a 1M solution in tetrahydrofuran) ...